Dataset: the Open Reaction Database (ORD), a public repository of structured organic reaction records. Task: describe an organic reaction: reactants, conditions, products, and yield The reactants are [H][H] (hydrogen), O[C@H]1[C@@H](O[C@@H]([C@H]1O)COC)N1C2=NC(=NC(=C2N=C1)NCCC1=CC=CC=C1)C#N (9-[(2R,3R,4S,5R)-3,4-dihydroxy-5-(methoxymethyl)tetrahydro-2-furanyl]-6-(phenethylamino)-9H-purine-2-carbonitrile), N (ammonia). Reagents/catalysts: [Pd] (palladium on charcoal). Solvent: C(C)O (ethanol). Reaction conditions: time 48 hour. Product: NCC1=NC(=C2N=CN(C2=N1)[C@@H]1O[C@@H]([C@H]([C@H]1O)O)COC)NCCC1=CC=CC=C1 ((2R,3R,4S,5R)-2-[2-(Aminomethyl)-6-(phenethylamino)-9H-purin-9-yl]-5-(methoxymethyl)tetrahydro-3,4-furandiol). Isolated yield 58.0%. Reaction SMILES: [OH:1][C@@H:2]1[C@H:6]([OH:7])[C@@H:5]([CH2:8][O:9][CH3:10])[O:4][C@H:3]1[N:11]1[CH:19]=[N:18][C:17]2[C:12]1=[N:13][C:14]([C:29]#[N:30])=[N:15][C:16]=2[NH:20][CH2:21][CH2:22][C:23]1[CH:28]=[CH:27][CH:26]=[CH:25][CH:24]=1.N.[H][H]>C(O)C.[Pd]>[NH2:30][CH2:29][C:14]1[N:13]=[C:12]2[C:17]([N:18]=[CH:19][N:11]2[C@H:3]2[C@H:2]([OH:1])[C@H:6]([OH:7])[C@@H:5]([CH2:8][O:9][CH3:10])[O:4]2)=[C:16]([NH:20][CH2:21][CH2:22][C:23]2[CH:28]=[CH:27][CH:26]=[CH:25][CH:24]=2)[N:15]=1. Procedure: A solution of 9-[(2R,3R,4S,5R)-3,4-dihydroxy-5-(methoxymethyl)tetrahydro-2-furanyl]-6-(phenethylamino)-9H-purine-2-carbonitrile (2.9 g, 7.07 mmol) (preparation 47) in ethanol (300 ml), saturated with ammonia gas, was treated with 5% palladium on charcoal (1.0 g), pressurised to 1034 kPa (150 psi) with hydrogen gas in a sealed vessel and stirred at room temperature for 48 hr. The reaction mixture was filtered through Arbocel (trade mark) and the solvent removed under reduced pressure. The residue... The reactants are C(C)(C)(C)OC(CN1C([C@H](NCC1)C(=O)OC)=O)=O ((S)-3-methoxycarbonyl-2-oxopiperazine-1-acetic acid t butyl ester), C(C1=CC=CC=C1)OC(=O)N[C@@H](CC1=CC=C(C=C1)OC)C(=O)O (N-benzyloxycarbonyl-O-methyl-L-tyrosine), CN(CCCN=C=NCC)C (1-(3-dimethylaminopropyl)-3-ehtylcarbodiimide). The solvent is C(Cl)Cl (methylene chloride). Run at time 2 hour. The product is C(C)(C)(C)OC(CN1C([C@@H](N(CC1)C([C@@H](NC(=O)OCC1=CC=CC=C1)CC1=CC=C(C=C1)OC)=O)CC(=O)OC)=O)=O ((S)-4-(N-benzyloxycarbonyl-O-methyl-L-tyrosyl)-3-methoxycarbonylmethyl-2-oxopiperazine-1-acetic acid t butyl ester). The yield is 117.1%. Reaction SMILES: [C:1]([O:5][C:6](=[O:19])[CH2:7][N:8]1[CH2:13][CH2:12][NH:11][C@H:10]([C:14](OC)=O)[C:9]1=[O:18])([CH3:4])([CH3:3])[CH3:2].[CH2:20]([O:27][C:28]([NH:30][C@H:31]([C:41]([OH:43])=O)[CH2:32][C:33]1[CH:38]=[CH:37][C:36]([O:39][CH3:40])=[CH:35][CH:34]=1)=[O:29])[C:21]1[CH:26]=[CH:25][CH:24]=[CH:23][CH:22]=1.CN(C)CCCN=C=NCC>C(Cl)Cl>[C:1]([O:5][C:6](=[O:19])[CH2:7][N:8]1[CH2:13][CH2:12][N:11]([C:41](=[O:43])[C@H:31]([CH2:32][C:33]2[CH:34]=[CH:35][C:36]([O:39][CH3:40])=[CH:37][CH:38]=2)[NH:30][C:28]([O:27][CH2:20][C:21]2[CH:22]=[CH:23][CH:24]=[CH:25][CH:26]=2)=[O:29])[C@@H:10]([CH2:14][C:6]([O:5][CH3:1])=[O:19])[C:9]1=[O:18])([CH3:2])([CH3:3])[CH3:4]. Procedure details: To a mixture of 28.8 g of (S)-3-methoxycarbonyl-2-oxopiperazine-1-acetic acid t butyl ester, 23.0 g of N-benzyloxycarbonyl-O-methyl-L-tyrosine and 202 ml of methylene chloride, 15.3 g of 1-(3-dimethylaminopropyl)-3-ehtylcarbodiimide was added. The mixture was stirred for 2 hours and concentrated under reduced pressure. The residue was disolved in ethyl acetate. The solution was washed with a 5% aqueous solution of potassium hydrogensulfate and a saturated sodium hydrogen carbonate. The organic l...